Dataset: the Open Reaction Database (ORD), a public repository of structured organic reaction records. Task: describe an organic reaction: reactants, conditions, products, and yield Procedure: A mixture of 19.0g (0.06 mole) of 2,7-bis(chloroacetyl)fluorene, 10.2g (0.12 mole) of piperidine and 25.4g (0.24 mole) of sodium carbonate in 300 ml of tetrahydrofuran was gently refluxed with stirring for 36 hours then filtered and concentrated in vacuo. The residue was extracted with ether and this solution was treated with ethereal hydrogen chloride to give the desired product which was recrystallized from methanol-butanone-ether. M.P. 302°-304° C (dec.), λmaxH2O 337, E1cm1% 834. Run in O1CCCC1 (tetrahydrofuran). Reactants: ClCC(=O)C1=CC=2CC3=CC(=CC=C3C2C=C1)C(CCl)=O (2,7-bis(chloroacetyl)fluorene), N1CCCCC1 (piperidine), C([O-])([O-])=O.[Na+].[Na+] (sodium carbonate). Yields the product Cl.Cl.N1(CCCCC1)CC(=O)C1=CC=2CC3=CC(=CC=C3C2C=C1)C(CN1CCCCC1)=O (2,7-bis(piperidinoacetyl)fluorene dihydrochloride). RXN SMILES: [Cl:1][CH2:2][C:3]([C:5]1[CH:17]=[CH:16][C:15]2[C:14]3[C:9](=[CH:10][C:11]([C:18](=[O:21])[CH2:19]Cl)=[CH:12][CH:13]=3)[CH2:8][C:7]=2[CH:6]=1)=[O:4].[NH:22]1[CH2:27][CH2:26][CH2:25][CH2:24][CH2:23]1.C(=O)([O-])[O-].[Na+].[Na+]>O1CCCC1>[ClH:1].[ClH:1].[N:22]1([CH2:2][C:3]([C:5]2[CH:17]=[CH:16][C:15]3[C:14]4[C:9](=[CH:10][C:11]([C:18](=[O:21])[CH2:19][N:22]5[CH2:27][CH2:26][CH2:25][CH2:24][CH2:23]5)=[CH:12][CH:13]=4)[CH2:8][C:7]=3[CH:6]=2)=[O:4])[CH2:27][CH2:26][CH2:25][CH2:24][CH2:23]1 |f:2.3.4,6.7.8|. Conditions: time 36 hour.